Task: describe an organic reaction: reactants, conditions, products, and yield. Dataset: the Open Reaction Database (ORD), a public repository of structured organic reaction records Reactants: C([O-])([O-])=O.[Na+].[Na+] (sodium carbonate), BrC=1C=C2C(=NC1)N(C=C2I)COCC[Si](C)(C)C (5-bromo-3-iodo-1-(2-trimethylsilanyl-ethoxymethyl)-1H-pyrrolo[2,3-b]pyridine), COC1=C(C=CC=C1)B(O)O (2-methoxyphenyl boronic acid), ClCCl (dichlormethane). The reagents and catalysts are Cl[Pd]Cl.C1(=CC=CC=C1)P([C-]1C=CC=C1)C1=CC=CC=C1.[C-]1(C=CC=C1)P(C1=CC=CC=C1)C1=CC=CC=C1.[Fe+2] ([1,1′-Bis(diphenylphosphino)-ferrocene]-dichloropalladium(II)). Solvent: O1CCCC1 (tetrahydrofuran), C(C)#N (acetonitrile). Reaction conditions: temperature 65 celsius. Product: BrC=1C=C2C(=NC1)N(C=C2C2=C(C=CC=C2)OC)COCC[Si](C)(C)C (5-bromo-3-(2-methoxy-phenyl)-1-(2-trimethylsilanyl-ethoxymethyl)-1H-pyrrolo[2,3-b]pyridine). The yield is 70.1%. As a reaction SMILES: [Br:1][C:2]1[CH:3]=[C:4]2[C:10](I)=[CH:9][N:8]([CH2:12][O:13][CH2:14][CH2:15][Si:16]([CH3:19])([CH3:18])[CH3:17])[C:5]2=[N:6][CH:7]=1.[CH3:20][O:21][C:22]1[CH:27]=[CH:26][CH:25]=[CH:24][C:23]=1B(O)O.ClCCl.C(=O)([O-])[O-].[Na+].[Na+]>Cl[Pd]Cl.C1(P(C2C=CC=CC=2)[C-]2C=CC=C2)C=CC=CC=1.[C-]1(P(C2C=CC=CC=2)C2C=CC=CC=2)C=CC=C1.[Fe+2].O1CCCC1.C(#N)C>[Br:1][C:2]1[CH:3]=[C:4]2[C:10]([C:23]3[CH:24]=[CH:25][CH:26]=[CH:27][C:22]=3[O:21][CH3:20])=[CH:9][N:8]([CH2:12][O:13][CH2:14][CH2:15][Si:16]([CH3:19])([CH3:18])[CH3:17])[C:5]2=[N:6][CH:7]=1 |f:3.4.5,6.7.8.9|. Procedure details: Into a 50 ml round bottom pressure tube were added 5-bromo-3-iodo-1-(2-trimethylsilanyl-ethoxymethyl)-1H-pyrrolo[2,3-b]pyridine (2.36 g, 5.2 mmol), 2-methoxyphenyl boronic acid (792 mg, 5.2 mmol), [1,1′-Bis(diphenylphosphino)-ferrocene]-dichloropalladium(II)-complex with dichlormethane (1:1) (43 mg, 0.052 mmol), acetonitrile (20 mL), tetrahydrofuran (5 ml) and of sodium carbonate (aq. 2 M, 9 ml, 18.0 mmol). The flask was sealed and heated at 65° C. for 2 hours. The reaction mixture was cooled to... The reactants are [I-].OC=1C=C(C=CC1)[C@H](C)[N+]([C@@H](C)C1=CC=CC=C1)(C)C ((S)-1-(3-hydroxyphenyl)-N,N-dimethyl-N—((S)-1-phenylethyl)ethanaminium iodide), [I-].OC=1C=C(C=CC1)[C@H](C)[N+]([C@@H](C)C1=CC=CC=C1)(C)C ((S)-1-(3-hydroxyphenyl)-N,N-dimethyl-N—((S)-1-phenylethyl)ethanaminium iodide), C(C)#N (acetonitrile), C([O-])([O-])=O.[K+].[K+] (potassium carbonate), C(C)N(C(=O)Cl)C (ethyl(methyl)carbamic chloride). Solvent: C(CO)O (macrogol 400). Reaction conditions: temperature 60 celsius. The product is [I-].C(C)N(C(=O)OC=1C=C(C=CC1)[C@H](C)[N+]([C@@H](C)C1=CC=CC=C1)(C)C)C ((S)-1-(3-(ethyl(methyl)carbamoyloxy)phenyl)-N,N-dimethyl-N—((S)-1-phenylethyl)ethanaminium iodide). Reaction SMILES: [I-:1].[OH:2][C:3]1[CH:4]=[C:5]([C@@H:9]([N+:11]([CH3:21])([CH3:20])[C@H:12]([C:14]2[CH:19]=[CH:18][CH:17]=[CH:16][CH:15]=2)[CH3:13])[CH3:10])[CH:6]=[CH:7][CH:8]=1.C(#N)C.C(=O)([O-])[O-].[K+].[K+].[CH2:31]([N:33]([CH3:37])[C:34](Cl)=[O:35])[CH3:32]>C(O)CO>[I-:1].[CH2:31]([N:33]([CH3:37])[C:34]([O:2][C:3]1[CH:4]=[C:5]([C@@H:9]([N+:11]([CH3:21])([CH3:20])[C@H:12]([C:14]2[CH:19]=[CH:18][CH:17]=[CH:16][CH:15]=2)[CH3:13])[CH3:10])[CH:6]=[CH:7][CH:8]=1)=[O:35])[CH3:32] |f:0.1,3.4.5,8.9|. Procedure: Mix 7.9 g (0.02 mol) (S)-1-(3-hydroxyphenyl)-N,N-dimethyl-N—((S)-1-phenylethyl)ethanaminium iodide (formula VIII) with 180 ml of acetonitrile, 4.1 g (0.03 mol) of potassium carbonate, 3.6 g (0.03 mol) ethyl(methyl)carbamic chloride and 0.1 g of macrogol 400 at room temperature, heat the mixture to 60° C. and let it react for 12 hours. After cooling to room temperature, filter it and reduce the pressure to recover the solvent and receive 10.3 g of red-brown liquid to be directly used in the next ...